Dataset: the Open Reaction Database (ORD), a public repository of structured organic reaction records. Task: describe an organic reaction: reactants, conditions, products, and yield Starting materials: BrCc1ccccc1, O=C([O-])[O-], [Cs+], [Cs+], CCOC(=O)c1cn2c(c1O)C(=O)N(Cc1ccc(F)cc1)CC2, CN(C)C=O. The product is CCOC(=O)c1cn2c(c1OCc1ccccc1)C(=O)N(Cc1ccc(F)cc1)CC2. As a reaction SMILES: [Br:31][CH2:32][c:33]1[cH:34][cH:35][cH:36][cH:37][cH:38]1.[C:25](=[O:26])([O-:27])[O-:28].[Cs+:29].[Cs+:30].[F:1][c:2]1[cH:3][cH:4][c:5]([CH2:6][N:7]2[C:8](=[O:22])[c:9]3[n:10]([cH:13][c:14]([C:17](=[O:18])[O:19][CH2:20][CH3:21])[c:15]3[OH:16])[CH2:11][CH2:12]2)[cH:23][cH:24]1.[O:39]=[CH:40][N:41]([CH3:42])[CH3:43]>>[F:1][c:2]1[cH:3][cH:4][c:5]([CH2:6][N:7]2[C:8](=[O:22])[c:9]3[n:10]([cH:13][c:14]([C:17](=[O:18])[O:19][CH2:20][CH3:21])[c:15]3[O:16][CH2:32][c:33]3[cH:34][cH:35][cH:36][cH:37][cH:38]3)[CH2:11][CH2:12]2)[cH:23][cH:24]1. Reactants: ClC=1C(=C(C=C2C(C(=CN(C12)C1CC1)C(=O)O)=O)F)F (8-chloro-1-cyclopropyl-6,7-difluoro-1,4-dihydro-4-oxo-3-quinolinecarboxylic acid), C(C)NCC1CNCC1C (3-ethylaminomethyl-4-methylpyrrolidine), C1CCC2=NCCCN2CC1 (DBU). Solvent: C(C)#N (acetonitrile). Conditions: time 8 hour. Yields the product ClC=1C(=C(C=C2C(C(=CN(C12)C1CC1)C(=O)O)=O)F)N1CC(C(C1)C)CNCC (8-Chloro-1-cyclopropyl-7-(3-ethylaminomethyl-4-methyl-1-pyrrolidinyl)-6-fluoro-1,4-dihydro-4-oxo-3-quinolinecarboxylic acid). The yield is 79.6%. As a reaction SMILES: [Cl:1][C:2]1[C:3](F)=[C:4]([F:19])[CH:5]=[C:6]2[C:11]=1[N:10]([CH:12]1[CH2:14][CH2:13]1)[CH:9]=[C:8]([C:15]([OH:17])=[O:16])[C:7]2=[O:18].[CH2:21]([NH:23][CH2:24][CH:25]1[CH:29]([CH3:30])[CH2:28][NH:27][CH2:26]1)[CH3:22].C1CCN2C(=NCCC2)CC1>C(#N)C>[Cl:1][C:2]1[C:3]([N:27]2[CH2:28][CH:29]([CH3:30])[CH:25]([CH2:24][NH:23][CH2:21][CH3:22])[CH2:26]2)=[C:4]([F:19])[CH:5]=[C:6]2[C:11]=1[N:10]([CH:12]1[CH2:14][CH2:13]1)[CH:9]=[C:8]([C:15]([OH:17])=[O:16])[C:7]2=[O:18]. Reported procedure: A mixture of 8-chloro-1-cyclopropyl-6,7-difluoro-1,4-dihydro-4-oxo-3-quinolinecarboxylic acid (0.5 g), anhydrous acetonitrile (5 ml), 3-ethylaminomethyl-4-methylpyrrolidine (0.36 g) and DBU (0.25 g) was refluxed for 2 hours and allowed to stand overnight at room temperature. The resulting precipitate was collected by filtration, washed with acetonitrile and ether successively and recrystallized from chloroform-methanol-concentrated aqueous ammonia to give the title compound (0.56 g) as pale yell... Reactants: COC(C=1SC(=CC1)C)OC (2-dimethoxymethyl-5-methylthiophene), BrN1C(CCC1=O)=O (N-bromosuccinimide), C(C1=CC=CC=C1)(=O)OOC(C1=CC=CC=C1)=O (benzoylperoxide). Run in C(Cl)(Cl)(Cl)Cl (carbon tetrachloride). Yields the product COC(=O)C=1SC(=CC1)CBr (2-methoxycarbonyl-5-bromomethyl-thiophene). RXN SMILES: [CH3:1][O:2][CH:3]([O:10]C)[C:4]1[S:5][C:6]([CH3:9])=[CH:7][CH:8]=1.[Br:12]N1C(=O)CCC1=O.C(OOC(=O)C1C=CC=CC=1)(=O)C1C=CC=CC=1>C(Cl)(Cl)(Cl)Cl>[CH3:1][O:2][C:3]([C:4]1[S:5][C:6]([CH2:9][Br:12])=[CH:7][CH:8]=1)=[O:10]. Procedure details: To a mixture of 2-dimethoxymethyl-5-methylthiophene (3.44 g, 20 mmol) and N-bromosuccinimide (4.63 g, 26 mmol) in carbon tetrachloride (50 ml) was added a catalytic amount of benzoylperoxide. The mixture was refluxed for 1 hour. Undissolved materials were filtered off. The filtrate and the washings were combined and evaporated in vacuo to give 2-methoxycarbonyl-5-bromomethyl-thiophene as a yellow oil (4.65 g}, which was used in a following reaction without further purification. Starting materials: [BH4-], CN, CO, O=Cc1ccc(F)cc1, [Na+]. Yields the product CNCc1ccc(F)cc1. RXN SMILES: [BH4-:12].[CH3:10][NH2:11].[CH3:14][OH:15].[F:1][c:2]1[cH:3][cH:4][c:5]([CH:6]=[O:7])[cH:8][cH:9]1.[Na+:13]>>[F:1][c:2]1[cH:3][cH:4][c:5]([CH2:6][NH:11][CH3:10])[cH:8][cH:9]1.